This data is from the Open Reaction Database (ORD), a public repository of structured organic reaction records. The task is: describe an organic reaction: reactants, conditions, products, and yield Reactants: Cc1ccc(N)cc1Br, CCO, CCOC(C)=O, Cc1ccccc1, Clc1ncc(C=Cc2cccnc2)c2ccccc12, Cl, C1COCCO1. Product: Cc1ccc(Nc2ncc(C=Cc3cccnc3)c3ccccc23)cc1Br. As a reaction SMILES: [Br:23][c:24]1[cH:25][c:26]([NH2:27])[cH:28][cH:29][c:30]1[CH3:31].[CH3:20][CH2:21][OH:22].[CH3:39][CH2:40][O:41][C:42]([CH3:43])=[O:44].[CH3:45][c:46]1[cH:47][cH:48][cH:49][cH:50][cH:51]1.[Cl:1][c:2]1[n:3][cH:4][c:5]([CH:12]=[CH:13][c:14]2[cH:15][n:16][cH:17][cH:18][cH:19]2)[c:6]2[cH:7][cH:8][cH:9][cH:10][c:11]12.[ClH:32].[O:33]1[CH2:34][CH2:35][O:36][CH2:37][CH2:38]1>>[c:2]1([NH:27][c:26]2[cH:25][c:24]([Br:23])[c:30]([CH3:31])[cH:29][cH:28]2)[n:3][cH:4][c:5]([CH:12]=[CH:13][c:14]2[cH:15][n:16][cH:17][cH:18][cH:19]2)[c:6]2[cH:7][cH:8][cH:9][cH:10][c:11]12. Starting materials: C(CCC)C(C#N)(CN1N=CN=C1)C1=CC=C(C=C1)Cl (alpha-n-butyl-alpha-(4-chlorophenyl)-1H-1,2,4-triazole-1-propanenitrile), S(O)(O)(=O)=O (sulfuric acid). Run in [OH-].[NH4+] (ammonium hydroxide). Conditions: temperature 90 celsius, time 7 day. Product: ClC1=CC=C(C=C1)C(C(=O)N)(CCCC)CN1N=CN=C1 (2-(4-chlorophenyl)-2-[(1,2,4-triazol-1-yl)methyl]hexanamide). Isolated yield 56.5%. As a reaction SMILES: [CH2:1]([C:5]([C:14]1[CH:19]=[CH:18][C:17]([Cl:20])=[CH:16][CH:15]=1)([CH2:8][N:9]1[CH:13]=[N:12][CH:11]=[N:10]1)[C:6]#[N:7])[CH2:2][CH2:3][CH3:4].S(=O)(=O)(O)[OH:22]>[OH-].[NH4+]>[Cl:20][C:17]1[CH:16]=[CH:15][C:14]([C:5]([CH2:8][N:9]2[CH:13]=[N:12][CH:11]=[N:10]2)([CH2:1][CH2:2][CH2:3][CH3:4])[C:6]([NH2:7])=[O:22])=[CH:19][CH:18]=1 |f:2.3|. Procedure details: To a 500 mL flask was charged 75.0 g (0.24 mole) of alpha-n-butyl-alpha-(4-chlorophenyl)-1H-1,2,4-triazole-1-propanenitrile followed by 300 mL of 95% sulfuric acid. The mixture was stirred at 90° C. for 7 days after which the mixture was cooled to room temperature, diluted with ice and neutralized with ammonium hydroxide until basic (pH 8). The product was extracted with ethylene dichloride then washed with water and dried over magnesium sulfate. The solvent was concentrated and gave 45 g (56.5%... The reactants are CN(C)C=O, O=[N+]([O-])c1cnc2cccc(Cl)n12, [H-], [Na+], O, CS(=O)(=O)N1CCC(O)CC1. The product is CS(=O)(=O)N1CCC(Oc2cccc3ncc([N+](=O)[O-])n23)CC1. As a reaction SMILES: [CH3:28][N:29]([CH3:30])[CH:31]=[O:32].[Cl:14][c:15]1[cH:16][cH:17][cH:18][c:19]2[n:20]1[c:21]([N+:24](=[O:25])[O-:26])[cH:22][n:23]2.[H-:12].[Na+:13].[OH2:27].[OH:1][CH:2]1[CH2:3][CH2:4][N:5]([S:8](=[O:9])(=[O:10])[CH3:11])[CH2:6][CH2:7]1>>[O:1]([CH:2]1[CH2:3][CH2:4][N:5]([S:8](=[O:9])(=[O:10])[CH3:11])[CH2:6][CH2:7]1)[c:15]1[cH:16][cH:17][cH:18][c:19]2[n:20]1[c:21]([N+:24](=[O:25])[O-:26])[cH:22][n:23]2.